From a dataset of the Open Reaction Database (ORD), a public repository of structured organic reaction records. describe an organic reaction: reactants, conditions, products, and yield The reactants are FC(C(=C(F)F)F)(F)F (hexafluoropropene), S(=O)(=O)=O (sulfur trioxide). Run at time 4 day. The product is FC(C1(S(OC1(F)F)(=O)=O)F)(F)F (3-(trifluoromethyl)-3,4,4-trifluoro-1-oxa-2-thiacyclobutane 2,2-dioxide), 2-hydroxy-1-trifluoromethyl-1,2,2-trifluoroethane sulfonic acid sultone. Reaction SMILES: [F:1][C:2]([F:9])([F:8])[C:3]([F:7])=[C:4]([F:6])[F:5].[S:10](=[O:13])(=[O:12])=[O:11]>>[F:1][C:2]([F:9])([F:8])[C:3]1([F:7])[C:4]([F:6])([F:5])[O:13][S:10]1(=[O:12])=[O:11]. Reported procedure: A mixture of commercial liquid sulfur trioxide (10 ml) and hexafluoropropene (45 g, 0.30 mol) was sealed in a Carius tube at liquid nitrogen temperature, mixed well at 25° C., allowed to stand for 4 days at 25° C., and finally heated in a steam bath for 6 hours. From two such tubes, there was obtained by distillation, 3-(trifluoromethyl)-3,4,4-trifluoro-1-oxa-2-thiacyclobutane 2,2-dioxide (2-hydroxy-1-trifluoromethyl-1,2,2-trifluoroethane sulfonic acid sultone, D. C. England, M. A. Dietrich and ... Starting materials: C1(=CC=CC=C1)C1=CC=C(CC2COC3=CC(=CC=C3C2=O)OS(=O)(=O)C(F)(F)F)C=C1 (3-(4-Phenyl-benzyl)-7-trifluoromethylsulfonyloxy-4-chromanone), product, C=1(C(=CC=CC1)C=O)C1=CC=CC=C1 (biphenyl aldehyde), trimethylsilyl ketene acetal, trimethylsilyl ketene acetal, CC1=C(C=CC=C1)P(C1=C(C=CC=C1)C)C1=C(C=CC=C1)C (tris(2-methylphenyl)phosphine), ethereal solution, C1(CCCC1)C(=O)OCC (ethyl cyclopentanecarboxylate). The reagents and catalysts are [Cl-].[Zn+2].[Cl-] (zinc chloride), C1=CC=C(C=C1)C#N.C1=CC=C(C=C1)C#N.Cl[Pd]Cl (bis(benzonitrile)palladium (II) chloride). Run in O (water), CN(C=O)C (dimethylformamide), C(OC)COC (dimethoxyethane). Product: C1(=CC=CC=C1)C1=CC=C(C=C1)CC1COC2=CC(=CC=C2C1=O)C1(CCCC1)C(=O)OCC (Ethyl 1-(3-(4-phenyl-phenylmethyl)-4-chromanon-7-yl)cyclopentanecarboxylate). Reaction SMILES: [C:1]1([C:7]2[CH:32]=[CH:31][C:10]([CH2:11][CH:12]3[C:21](=[O:22])[C:20]4[C:15](=[CH:16][C:17](OS(C(F)(F)F)(=O)=O)=[CH:18][CH:19]=4)[O:14][CH2:13]3)=[CH:9][CH:8]=2)[CH:6]=[CH:5][CH:4]=[CH:3][CH:2]=1.C1(C2C=CC=CC=2)C(C=O)=CC=CC=1.CC1C=CC=CC=1P(C1C=CC=CC=1C)C1C=CC=CC=1C.[CH:69]1([C:74]([O:76][CH2:77][CH3:78])=[O:75])[CH2:73][CH2:72][CH2:71][CH2:70]1>CN(C)C=O.C(COC)OC.O.C1C=CC(C#N)=CC=1.C1C=CC(C#N)=CC=1.Cl[Pd]Cl.[Cl-].[Zn+2].[Cl-]>[C:1]1([C:7]2[CH:32]=[CH:31][C:10]([CH2:11][CH:12]3[C:21](=[O:22])[C:20]4[C:15](=[CH:16][C:17]([C:69]5([C:74]([O:76][CH2:77][CH3:78])=[O:75])[CH2:73][CH2:72][CH2:71][CH2:70]5)=[CH:18][CH:19]=4)[O:14][CH2:13]3)=[CH:9][CH:8]=2)[CH:6]=[CH:5][CH:4]=[CH:3][CH:2]=1 |f:7.8.9,10.11.12|. Reported procedure: 3-(4-Phenyl-benzyl)-7-trifluoromethylsulfonyloxy-4-chromanone (35.0 g, 91.0 mmole, prepared from the product of Example 2C with biphenyl aldehyde using the procedures of Example 2D and Example 2E, was dissolved in a mixture of dimethylformamide (230 mL) and dimethoxyethane (230 mL). To this solution was added in the following order, tris(2-methylphenyl)phosphine (7.48 g, 24.6 mmole), bis(benzonitrile)palladium (II) chloride (2.44 g, 6.37 mmole), the trimethylsilyl ketene acetal of ethyl cyclopen... Reactants: C1CCOC1, CC1CNCCN1C(=O)OC(C)(C)C, COC(=O)c1cccc2oc(Cl)nc12, [H-], [Na+]. Yields the product COC(=O)c1cccc2oc(N3CCN(C(=O)OC(C)(C)C)C(C)C3)nc12. As a reaction SMILES: [CH2:31]1[O:32][CH2:33][CH2:34][CH2:35]1.[CH3:1][CH:2]1[N:3]([C:8](=[O:9])[O:10][C:11]([CH3:12])([CH3:13])[CH3:14])[CH2:4][CH2:5][NH:6][CH2:7]1.[Cl:17][c:18]1[o:19][c:20]2[c:21]([n:22]1)[c:23]([C:27](=[O:28])[O:29][CH3:30])[cH:24][cH:25][cH:26]2.[H-:15].[Na+:16]>>[CH3:1][CH:2]1[N:3]([C:8](=[O:9])[O:10][C:11]([CH3:12])([CH3:13])[CH3:14])[CH2:4][CH2:5][N:6]([c:18]2[o:19][c:20]3[c:21]([n:22]2)[c:23]([C:27](=[O:28])[O:29][CH3:30])[cH:24][cH:25][cH:26]3)[CH2:7]1. The reactants are Cc1nc(-c2ccccc2)n2nc(S(C)(=O)=O)ncc12, CSc1ncc2c(C)nc(-c3ccccc3)n2n1, COc1ccc(N)cc1OC, CCO. Product: COc1ccc(Nc2ncc3c(C)nc(-c4ccccc4)n3n2)cc1OC. As a reaction SMILES: [CH3:19][c:20]1[n:21][c:22](-[c:23]2[cH:24][cH:25][cH:26][cH:27][cH:28]2)[n:29]2[c:30]1[cH:31][n:32][c:33]([S:34]([CH3:35])(=[O:36])=[O:37])[n:38]2.[CH3:1][c:2]1[n:3][c:4](-[c:13]2[cH:14][cH:15][cH:16][cH:17][cH:18]2)[n:5]2[n:6][c:7]([S:11][CH3:12])[n:8][cH:9][c:10]12.[CH3:39][O:40][c:41]1[cH:42][c:43]([NH2:44])[cH:45][cH:46][c:47]1[O:48][CH3:49].[CH3:50][CH2:51][OH:52]>>[CH3:1][c:2]1[n:3][c:4](-[c:13]2[cH:14][cH:15][cH:16][cH:17][cH:18]2)[n:5]2[n:6][c:7]([NH:44][c:43]3[cH:42][c:41]([O:40][CH3:39])[c:47]([O:48][CH3:49])[cH:46][cH:45]3)[n:8][cH:9][c:10]12. Procedure: A solution of 2-fluoro-6-methoxybenzaldoxime (714 mg, 4.2 mmol) in Ac2O (3.6 mL) is heated at reflux for 4 hr. The reaction is cooled to r.t. and the volatiles are stripped off to give a beige solid, which is dried at 50° C. in a vacuum oven to give 2-fluoro-6-methoxybenzonitrile (635 mg, 84%). 1H NMR (DMSO) δ7.8-7.7 (1H, m), 7.14-7.07 (2H, m),3.95 (3H, s). Run in CC(=O)OC(=O)C (Ac2O). Yield: 100.0%. Reaction SMILES: [F:1][C:2]1[CH:10]=[CH:9][CH:8]=[C:7]([O:11][CH3:12])[C:3]=1[CH:4]=[N:5]O>CC(OC(C)=O)=O>[F:1][C:2]1[CH:10]=[CH:9][CH:8]=[C:7]([O:11][CH3:12])[C:3]=1[C:4]#[N:5]. The reactants are FC1=C(C=NO)C(=CC=C1)OC (2-fluoro-6-methoxybenzaldoxime). Product: FC1=C(C#N)C(=CC=C1)OC (2-fluoro-6-methoxybenzonitrile). Reactants: ClC=1C(=NSN1)C=1C=NC=CC1 (3-(4-chloro-1,2,5-thiadiazol-3-yl)pyridine), C(CCCCC)N (hexylamine). The solvent is CS(=O)C (DMSO). The product is C(CCCCC)NC=1C(=NSN1)C=1C=NC=CC1 (3-(4-hexylamino-1,2,5-thiadiazol-3-yl)pyridine). As a reaction SMILES: Cl[C:2]1[C:3]([C:7]2[CH:8]=[N:9][CH:10]=[CH:11][CH:12]=2)=[N:4][S:5][N:6]=1.[CH2:13]([NH2:19])[CH2:14][CH2:15][CH2:16][CH2:17][CH3:18]>CS(C)=O>[CH2:13]([NH:19][C:2]1[C:3]([C:7]2[CH:8]=[N:9][CH:10]=[CH:11][CH:12]=2)=[N:4][S:5][N:6]=1)[CH2:14][CH2:15][CH2:16][CH2:17][CH3:18]. Procedure details: A solution of 3-(4-chloro-1,2,5-thiadiazol-3-yl)pyridine (0.59 g, 3 mmol) and hexylamine (1.52 g, 15 mmol) in DMSO (5 ml) was heated at 100° C. for 48 h. After evaporation, water was added to the residue and extracted with ether. The combined organic extracts were dried and evaporated to give the title compound. Procedure: To a stirring mixture of methyl 6-bromo-3-methoxypicolinate (200 mg, 0.81 mmol), 2-(4-fluorophenyl)-N-methyl-6-(N-methylmethylsulfonamido)-5-(4,4,5,5-tetramethyl-1,3,2-dioxaborolan-2-yl)benzofuran-3-carboxamide (408 mg, 0.81 mmol) and K2CO3 (146 mg, 1.06 mmol) in dioxane/H2O (4 mL/0.2 mL) was added Pd(dppf)Cl2 (20 mg) under N2 protection. The mixture was stirred at 60° C. for 5 h, and after concentrated in vacuo, the residue was extracted with EtOAc. The organic phase was washed with brine, drie... Isolated yield 91.2%. Conditions: temperature 60 celsius, time 5 hour. Run in O1CCOCC1.O (dioxane H2O). Reaction SMILES: Br[C:2]1[N:7]=[C:6]([C:8]([O:10][CH3:11])=[O:9])[C:5]([O:12][CH3:13])=[CH:4][CH:3]=1.[F:14][C:15]1[CH:20]=[CH:19][C:18]([C:21]2[O:22][C:23]3[CH:33]=[C:32]([N:34]([CH3:39])[S:35]([CH3:38])(=[O:37])=[O:36])[C:31](B4OC(C)(C)C(C)(C)O4)=[CH:30][C:24]=3[C:25]=2[C:26]([NH:28][CH3:29])=[O:27])=[CH:17][CH:16]=1.C([O-])([O-])=O.[K+].[K+].CCOC(C)=O>O1CCOCC1.O.C1C=CC(P(C2C=CC=CC=2)[C-]2C=CC=C2)=CC=1.C1C=CC(P(C2C=CC=CC=2)[C-]2C=CC=C2)=CC=1.Cl[Pd]Cl.[Fe+2]>[F:14][C:15]1[CH:20]=[CH:19][C:18]([C:21]2[O:22][C:23]3[CH:33]=[C:32]([N:34]([CH3:39])[S:35]([CH3:38])(=[O:36])=[O:37])[C:31]([C:2]4[N:7]=[C:6]([C:8]([O:10][CH3:11])=[O:9])[C:5]([O:12][CH3:13])=[CH:4][CH:3]=4)=[CH:30][C:24]=3[C:25]=2[C:26](=[O:27])[NH:28][CH3:29])=[CH:17][CH:16]=1 |f:2.3.4,6.7,8.9.10.11|. Reactants: BrC1=CC=C(C(=N1)C(=O)OC)OC (methyl 6-bromo-3-methoxypicolinate), FC1=CC=C(C=C1)C=1OC2=C(C1C(=O)NC)C=C(C(=C2)N(S(=O)(=O)C)C)B2OC(C(O2)(C)C)(C)C (2-(4-fluorophenyl)-N-methyl-6-(N-methylmethylsulfonamido)-5-(4,4,5,5-tetramethyl-1,3,2-dioxaborolan-2-yl)benzofuran-3-carboxamide), C(=O)([O-])[O-].[K+].[K+] (K2CO3), CCOC(=O)C (EtOAc). The reagents and catalysts are C1=CC=C(C=C1)P([C-]2C=CC=C2)C3=CC=CC=C3.C1=CC=C(C=C1)P([C-]2C=CC=C2)C3=CC=CC=C3.Cl[Pd]Cl.[Fe+2] (Pd(dppf)Cl2). The product is FC1=CC=C(C=C1)C=1OC2=C(C1C(NC)=O)C=C(C(=C2)N(S(=O)(=O)C)C)C2=CC=C(C(=N2)C(=O)OC)OC (methyl 6-(2-(4-fluorophenyl)-3-(methylcarbamoyl)-6-(N-methylmethylsulfonamido)benzofuran-5-yl)-3-methoxypicolinate). Reactants: BrCc1ccccc1, CC(C)(C)OC(=O)NC1CN(C(=O)OCc2ccccc2)CC1O, C1CCOC1, ClCCl, [H-], [Na+], [Na+], O=C([O-])O. Yields the product CC(C)(C)OC(=O)NC1CN(C(=O)OCc2ccccc2)CC1OCc1ccccc1. As a reaction SMILES: [Br:27][CH2:28][c:29]1[cH:30][cH:31][cH:32][cH:33][cH:34]1.[C:1]([CH3:2])([CH3:3])([CH3:4])[O:5][C:6](=[O:7])[NH:8][CH:9]1[CH2:10][N:11]([C:15](=[O:16])[O:17][CH2:18][c:19]2[cH:20][cH:21][cH:22][cH:23][cH:24]2)[CH2:12][CH:13]1[OH:14].[CH2:40]1[O:41][CH2:42][CH2:43][CH2:44]1.[Cl:45][CH2:46][Cl:47].[H-:26].[Na+:25].[Na+:39].[O-:35][C:36]([OH:37])=[O:38]>>[C:1]([CH3:2])([CH3:3])([CH3:4])[O:5][C:6](=[O:7])[NH:8][CH:9]1[CH2:10][N:11]([C:15](=[O:16])[O:17][CH2:18][c:19]2[cH:20][cH:21][cH:22][cH:23][cH:24]2)[CH2:12][CH:13]1[O:14][CH2:28][c:29]1[cH:30][cH:31][cH:32][cH:33][cH:34]1. Reported procedure: 3-Methyl-2-phenylchroman-4,6-diol was prepared as described for 2-phenylchroman-4,6-diol in Example 8(a) starting from 474 mg of 6-hydroxy-3-methyl-2-phenylchroman-4-one. 1H NMR (300 MHz, d6-DMSO) δ: 8.79 (s, 1H), 7.42-7.33 (m, 5H), 6.88 (bs, 1H), 6.53 (m, 2H), 5.37 (d, 1H, J 8.0 Hz), 4.70 (d, 1H, J 10.6 Hz), 1.94 (m, 1H), 0.73 (d, 3H, J 6.7 Hz). Reactants: C1(=CC=CC=C1)C1OC2=CC=C(C=C2C(C1)O)O (2-phenylchroman-4,6-diol), OC=1C=C2C(C(C(OC2=CC1)C1=CC=CC=C1)C)=O (6-hydroxy-3-methyl-2-phenylchroman-4-one). Product: CC1C(OC2=CC=C(C=C2C1O)O)C1=CC=CC=C1 (3-Methyl-2-phenylchroman-4,6-diol). RXN SMILES: C1(C2CC(O)C3C(=CC=C(O)C=3)O2)C=CC=CC=1.[OH:19][C:20]1[CH:21]=[C:22]2[C:27](=[CH:28][CH:29]=1)[O:26][CH:25]([C:30]1[CH:35]=[CH:34][CH:33]=[CH:32][CH:31]=1)[CH:24]([CH3:36])[C:23]2=[O:37]>>[CH3:36][CH:24]1[CH:23]([OH:37])[C:22]2[C:27](=[CH:28][CH:29]=[C:20]([OH:19])[CH:21]=2)[O:26][CH:25]1[C:30]1[CH:35]=[CH:34][CH:33]=[CH:32][CH:31]=1. Reactants: CCO, ClC(Cl)Cl, Nc1c(-c2cncc(F)c2)cncc1[N+](=O)[O-]. The product is Nc1cncc(-c2cncc(F)c2)c1N. Reaction SMILES: [CH3:22][CH2:23][OH:24].[Cl:18][CH:19]([Cl:20])[Cl:21].[F:1][c:2]1[cH:3][c:4](-[c:8]2[cH:9][n:10][cH:11][c:12]([N+:15]([O-:16])=[O:17])[c:13]2[NH2:14])[cH:5][n:6][cH:7]1>>[F:1][c:2]1[cH:3][c:4](-[c:8]2[cH:9][n:10][cH:11][c:12]([NH2:15])[c:13]2[NH2:14])[cH:5][n:6][cH:7]1.